From a dataset of the Open Reaction Database (ORD), a public repository of structured organic reaction records. describe an organic reaction: reactants, conditions, products, and yield Reactants: ClC1=NC2=C(N1)C=CC=C2 (2-chloro-1H-benzimidazole), C(C)OC(CBr)OCC (bromoacetaldehyde diethyl acetal), CCO (EtOH), [OH-].[Na+] (NaOH). Run in O (water). The product is ClC1=NC2=C(N1CC(OCC)OCC)C=CC=C2 (2-chloro-1-(2,2-diethoxyethyl)-1H-benzimidazole). As a reaction SMILES: [Cl:1][C:2]1[NH:6][C:5]2[CH:7]=[CH:8][CH:9]=[CH:10][C:4]=2[N:3]=1.[CH2:11]([O:13][CH:14]([O:17][CH2:18][CH3:19])[CH2:15]Br)[CH3:12].CCO.[OH-].[Na+]>O>[Cl:1][C:2]1[N:6]([CH2:15][CH:14]([O:17][CH2:18][CH3:19])[O:13][CH2:11][CH3:12])[C:5]2[CH:7]=[CH:8][CH:9]=[CH:10][C:4]=2[N:3]=1 |f:3.4|. Procedure: A mixture of 2-chloro-1H-benzimidazole (6.10 g), bromoacetaldehyde diethyl acetal (7.22 mL), EtOH (70 mL), and 8 M NaOH aqueous solution (10 mL) was refluxed for 3 d. The reaction mixture was poured into water and the mixture was extracted with AcOEt. The extract was washed with brine, dried over MgSO4, and concentrated under reduced pressure. The residue was purified by basic silica gel column chromatography eluting with hexane/AcOEt (10/1) to give 2-chloro-1-(2,2-diethoxyethyl)-1H-benzimidazol... Reactants: CI, CCOC(C)=O, [H-], [Na+], CN(C)C=O, Oc1cnccc1CCCOc1cccnc1Oc1ccccc1. Product: COc1cnccc1CCCOc1cccnc1Oc1ccccc1. As a reaction SMILES: [CH3:27][I:28].[CH3:29][CH2:30][O:31][C:32](=[O:33])[CH3:34].[H-:1].[Na+:2].[O:35]=[CH:36][N:37]([CH3:38])[CH3:39].[O:3]([c:4]1[cH:5][cH:6][cH:7][cH:8][cH:9]1)[c:10]1[n:11][cH:12][cH:13][cH:14][c:15]1[O:16][CH2:17][CH2:18][CH2:19][c:20]1[c:21]([OH:26])[cH:22][n:23][cH:24][cH:25]1>>[O:3]([c:4]1[cH:5][cH:6][cH:7][cH:8][cH:9]1)[c:10]1[n:11][cH:12][cH:13][cH:14][c:15]1[O:16][CH2:17][CH2:18][CH2:19][c:20]1[c:21]([O:26][CH3:29])[cH:22][n:23][cH:24][cH:25]1.